This data is from the Open Reaction Database (ORD), a public repository of structured organic reaction records. The task is: describe an organic reaction: reactants, conditions, products, and yield The reactants are CCCc1cc(C(OCOC)(C(F)(F)F)C(F)(F)F)ccc1Oc1ccnc(COC(C)=O)c1, O=C([O-])[O-], CO, [K+], [K+]. The product is CCCc1cc(C(OCOC)(C(F)(F)F)C(F)(F)F)ccc1Oc1ccnc(CO)c1. Reaction SMILES: [C:1](=[O:2])([CH3:3])[O:4][CH2:5][c:6]1[n:7][cH:8][cH:9][c:10]([O:12][c:13]2[c:14]([CH2:32][CH2:33][CH3:34])[cH:15][c:16]([C:19]([C:20]([F:21])([F:22])[F:23])([C:24]([F:25])([F:26])[F:27])[O:28][CH2:29][O:30][CH3:31])[cH:17][cH:18]2)[cH:11]1.[C:35](=[O:36])([O-:37])[O-:38].[CH3:41][OH:42].[K+:39].[K+:40]>>[OH:4][CH2:5][c:6]1[n:7][cH:8][cH:9][c:10]([O:12][c:13]2[c:14]([CH2:32][CH2:33][CH3:34])[cH:15][c:16]([C:19]([C:20]([F:21])([F:22])[F:23])([C:24]([F:25])([F:26])[F:27])[O:28][CH2:29][O:30][CH3:31])[cH:17][cH:18]2)[cH:11]1. The reactants are C(CCC)C/1=CN(S\C1=N/C(=O)[C@]1(C([C@H](CC1)C(=O)O)(C)C)C)C(C)(C)C ((1S,3R)-3-({[(5Z)-4-butyl-2-tert-butylisothiazol-5(2H)-ylidene]amino}carbonyl)-2,2,3-trimethylcyclopentanecarboxylic acid), Cl.C1(CCC1)N (cyclobutylamine hydrochloride). The product is C(CCC)C/1=CN(S\C1=N/C(=O)[C@]1(C([C@H](CC1)C(=O)NC1CCC1)(C)C)C)C(C)(C)C ((1R,3S)—N1-[(5Z)-4-butyl-2-tert-butylisothiazol-5(2H)-ylidene]-N3-cyclobutyl-1,2,2-trimethylcyclopentane-1,3-dicarboxamide). As a reaction SMILES: [CH2:1]([C:5]1=[CH:6][N:7]([C:24]([CH3:27])([CH3:26])[CH3:25])[S:8]/[C:9]/1=[N:10]\[C:11]([C@:13]1([CH3:23])[CH2:17][CH2:16][C@H:15]([C:18]([OH:20])=O)[C:14]1([CH3:22])[CH3:21])=[O:12])[CH2:2][CH2:3][CH3:4].Cl.[CH:29]1([NH2:33])[CH2:32][CH2:31][CH2:30]1>>[CH2:1]([C:5]1=[CH:6][N:7]([C:24]([CH3:26])([CH3:25])[CH3:27])[S:8]/[C:9]/1=[N:10]\[C:11]([C@:13]1([CH3:23])[CH2:17][CH2:16][C@H:15]([C:18]([NH:33][CH:29]2[CH2:32][CH2:31][CH2:30]2)=[O:20])[C:14]1([CH3:21])[CH3:22])=[O:12])[CH2:2][CH2:3][CH3:4] |f:1.2|. Reported procedure: The product from Example 173 and cyclobutylamine hydrochloride (Aldrich) were processed using the method described in Example 178 to afford the title compound. 1H NMR (DMSO-d6) δ 0.00 (s, 3H), 0.44 (t, J=7.3 Hz, 3H), 0.74 (s, 3H), 0.77 (s, 3H), 0.80-0.98 (m, 3H), 1.11 (s, 9H), 1.11-1.21 (m, 5H), 1.32-1.57 (m, 3H), 1.62-1.72 (m, 2H), 2.13-2.21 (m, 3H), 2.26-2.36 (m, 1H), 3.67-3.80 (m, 1H), 7.32 (d, J=7.7 Hz, 1H), 8.04 (s, 1H). (ESI+) m/z 448 (M+H)+. Anal. calcd. for C25H41N3O2S: C, 67.07; H, 9.23... Reactants: ClC1=C(OC2=CC3=C(N(C(C(O3)(C(C)=O)C)=O)C)C=C2)C(=CC(=C1)C(F)(F)F)F (7-(2-Chloro-6-fluoro-4-trifluoromethylphenoxy)-2,4-dimethyl-2-acetyl-3,4-dihydro-3-oxo-2H-1,4-benzoxazine), ClC1=C(OC2=CC3=C(N(C(C(O3)(C(C)=O)C)=O)C)C=C2)C(=CC(=C1)C(F)(F)F)F (7-(2-Chloro-6-fluoro-4-trifluoromethylphenoxy)-2,4-dimethyl-2-acetyl-3,4-dihydro-3-oxo-2H-1,4-benzoxazine), Cl.NO (hydroxylamine hydrochloride), [OH-].[Na+] (sodium hydroxide). Solvent: C(C)O (ethanol). Conditions: temperature 90 celsius, time 2 hour. Yields the product ClC1=C(OC2=CC3=C(N(C(C(O3)(C(C)=NO)C)=O)C)C=C2)C(=CC(=C1)C(F)(F)F)F (7-(2-Chloro-6-fluoro-4-trifluoromethylphenoxy)-2,4-dimethyl-2-[1-(hydroxyimino)ethyl]-3,4-dihydro-3-oxo-2H-1,4-benzoxazine). Yield: 96.6%. As a reaction SMILES: [Cl:1][C:2]1[CH:24]=[C:23]([C:25]([F:28])([F:27])[F:26])[CH:22]=[C:21]([F:29])[C:3]=1[O:4][C:5]1[CH:20]=[CH:19][C:8]2[N:9]([CH3:18])[C:10](=[O:17])[C:11]([CH3:16])([C:13](=O)[CH3:14])[O:12][C:7]=2[CH:6]=1.Cl.[NH2:31][OH:32].[OH-].[Na+]>C(O)C>[Cl:1][C:2]1[CH:24]=[C:23]([C:25]([F:28])([F:26])[F:27])[CH:22]=[C:21]([F:29])[C:3]=1[O:4][C:5]1[CH:20]=[CH:19][C:8]2[N:9]([CH3:18])[C:10](=[O:17])[C:11]([CH3:16])([C:13](=[N:31][OH:32])[CH3:14])[O:12][C:7]=2[CH:6]=1 |f:1.2,3.4|. Procedure details: 7-(2-Chloro-6-fluoro-4-trifluoromethylphenoxy)-2,4-dimethyl-2-acetyl-3,4-dihydro-3-oxo-2H-1,4-benzoxazine (Compound 93) (0.3 g) obtained in Example 15 was dissolved in ethanol (10 ml), and hydroxylamine hydrochloride (0.1 g) and 1N-sodium hydroxide (0.8 ml) were added, followed by stirring at 90° C. for 2 hours. The reaction mixture was concentrated under a reduced pressure, and the residue was purified by silica gel chromatography (eluant: n-hexane/ethyl acetate=2/1) to give 0.3 g of the title ... Reactants: C(C)NCCN1C(=NC=2C1=NC=CC2)NC2CCN(CC2)CC2=CC=CC=C2 (N-ethyl-2-[[1-(phenylmethyl)-4-piperidinyl]amino]-3H-imidazo[4,5-b]pyridin-3-ethanamine), C(C)(=O)OC(C)=O (acetic acid anhydride). Solvent: ClC(Cl)Cl (trichloromethane). Reaction conditions: time 18 hour. The product is C(C)N(C(C)=O)CCN1C(=NC=2C1=NC=CC2)NC2CCN(CC2)CC2=CC=CC=C2 (N-ethyl-N-[2-[2-[[1-(phenylmethyl)-4-piperidinyl]amino]-3H-imidazo[4,5-b]pyridin-3-yl]ethyl]acetamide), compound 176. Isolated yield 100.0%. RXN SMILES: [CH2:1]([NH:3][CH2:4][CH2:5][N:6]1[C:10]2=[N:11][CH:12]=[CH:13][CH:14]=[C:9]2[N:8]=[C:7]1[NH:15][CH:16]1[CH2:21][CH2:20][N:19]([CH2:22][C:23]2[CH:28]=[CH:27][CH:26]=[CH:25][CH:24]=2)[CH2:18][CH2:17]1)[CH3:2].[C:29](OC(=O)C)(=[O:31])[CH3:30]>ClC(Cl)Cl>[CH2:1]([N:3]([CH2:4][CH2:5][N:6]1[C:10]2=[N:11][CH:12]=[CH:13][CH:14]=[C:9]2[N:8]=[C:7]1[NH:15][CH:16]1[CH2:17][CH2:18][N:19]([CH2:22][C:23]2[CH:28]=[CH:27][CH:26]=[CH:25][CH:24]=2)[CH2:20][CH2:21]1)[C:29](=[O:31])[CH3:30])[CH3:2]. Procedure details: 7.8 Parts of N-ethyl-2-[[1-(phenylmethyl)-4-piperidinyl]amino]-3H-imidazo[4,5-b]pyridin-3-ethanamine were taken up in 75 parts of trichloromethane. 1.51 Parts of acetic acid anhydride were added (exothermic reaction). The reaction mixture was stirred for 18 hours at room temperature. The whole was filtered over silica gel using a mixture of trichloromethane and methanol, saturated with ammonia (95:5 by volume) as eluent. The pure fractions were collected and the eluent was evaporated. The residu... Starting materials: C(C)(=O)OCC1=C(C(=O)OCC2=CC=C(C=C2)OC)C=C(C=C1)COP(=O)(OCC=C)OCC=C (4-methoxybenzyl 2-(acetoxymethyl)-5-[[bis(allyloxy)phosphoryl]oxymethyl]benzoate), C1(=CC=CC=C1)OC (anisole), FC(C(=O)O)(F)F (trifluoroacetic acid). Run in C1(=CC=CC=C1)C (toluene). Reaction conditions: time 20 minute. The product is C(C)(=O)OCC1=C(C(=O)O)C=C(C=C1)COP(=O)(OCC=C)OCC=C (2-(Acetoxymethyl)-5-[[bis(allyloxy)phosphoryl]oxymethyl]benzoic acid). Yield: 106.2%. As a reaction SMILES: [C:1]([O:4][CH2:5][C:6]1[CH:23]=[CH:22][C:21]([CH2:24][O:25][P:26]([O:32][CH2:33][CH:34]=[CH2:35])([O:28][CH2:29][CH:30]=[CH2:31])=[O:27])=[CH:20][C:7]=1[C:8]([O:10]CC1C=CC(OC)=CC=1)=[O:9])(=[O:3])[CH3:2].C1(OC)C=CC=CC=1.FC(F)(F)C(O)=O>C1(C)C=CC=CC=1>[C:1]([O:4][CH2:5][C:6]1[CH:23]=[CH:22][C:21]([CH2:24][O:25][P:26]([O:32][CH2:33][CH:34]=[CH2:35])([O:28][CH2:29][CH:30]=[CH2:31])=[O:27])=[CH:20][C:7]=1[C:8]([OH:10])=[O:9])(=[O:3])[CH3:2]. Procedure details: A mixture of 4-methoxybenzyl 2-(acetoxymethyl)-5-[[bis(allyloxy)phosphoryl]oxymethyl]benzoate (590.3 mg, 1.17 mmol) obtained from Example 1-(10) and anisole (600 mg, 5.55 mmol) was cooled to 0° C., and then trifluoroacetic acid (2 ml) was added thereto with stirring. The mixture was warmed to room temperature and allowed to stand for 20 minutes. The mixture was diluted with toluene and was concentrated under reduced pressure to eliminate the volatile components (repeated three times), and an aqu... Reactants: [N+](=O)([O-])C1=CC=C(C=C1)C1=NC(=NO1)C=1C=NC=CC1 (5-(4-nitrophenyl)-3-(3-pyridyl)-1,2,4-oxadiazole). Solvent: O1CCCC1 (tetrahydrofuran). The product is NC1=CC=C(C=C1)C1=NC(=NO1)C=1C=NC=CC1 (5-(4-Aminophenyl)-3-(3-pyridyl)-1,2,4-oxadiazole). Isolated yield 45.0%. Reaction SMILES: [N+:1]([C:4]1[CH:9]=[CH:8][C:7]([C:10]2[O:14][N:13]=[C:12]([C:15]3[CH:16]=[N:17][CH:18]=[CH:19][CH:20]=3)[N:11]=2)=[CH:6][CH:5]=1)([O-])=O>O1CCCC1>[NH2:1][C:4]1[CH:9]=[CH:8][C:7]([C:10]2[O:14][N:13]=[C:12]([C:15]3[CH:16]=[N:17][CH:18]=[CH:19][CH:20]=3)[N:11]=2)=[CH:6][CH:5]=1. Procedure details: A solution of 5-(4-nitrophenyl)-3-(3-pyridyl)-1,2,4-oxadiazole in tetrahydrofuran is reduced according to the procedure of Example 13 to give the title compound in 45% yield. The reactants are O=C1C(CC2=CC(=C(C(=C12)Cl)Cl)OCC#N)(C1=CC=CC=C1)C ((1-Oxo-2-methyl-2-phenyl-6,7-dichloro-5-indanyloxy)acetonitrile), [N-]=[N+]=[N-].[Na+] (sodium azide), [Cl-].[NH4+] (ammonium chloride), CN(C=O)C (dimethylformamide). The solvent is O (water). The product is O=C(C1=NN=NN1)OC=1C=C2CC(CC2=C(C1Cl)Cl)(C1=CC=CC=C1)C (5-(1-Oxo-2-methyl-2-phenyl-6,7-dichloro-5-indanyloxymethyl)tetrazole). As a reaction SMILES: O=[C:2]1[C:10]2[C:5](=[CH:6][C:7]([O:13][CH2:14][C:15]#[N:16])=[C:8]([Cl:12])[C:9]=2[Cl:11])[CH2:4][C:3]1([CH3:23])[C:17]1[CH:22]=[CH:21][CH:20]=[CH:19][CH:18]=1.[N-:24]=[N+:25]=[N-:26].[Na+].[Cl-].[NH4+].CN(C)C=[O:33]>O>[O:33]=[C:14]([O:13][C:7]1[CH:6]=[C:5]2[C:10](=[C:9]([Cl:11])[C:8]=1[Cl:12])[CH2:2][C:3]([CH3:23])([C:17]1[CH:18]=[CH:19][CH:20]=[CH:21][CH:22]=1)[CH2:4]2)[C:15]1[NH:16][N:26]=[N:25][N:24]=1 |f:1.2,3.4|. Reported procedure: (1-Oxo-2-methyl-2-phenyl-6,7-dichloro-5-indanyloxy)acetonitrile (4.87 g., 0.014 mole), sodium azide (1.09 g., 0.0168 mole), ammonium chloride (0.90 g., 0.0168 mole) and dimethylformamide (30 ml.) are heated at 80° C. for 21/2 hrs. The reaction mixture is poured into water (500 ml.), the solution filtered and acidified with 6N hydrochloric acid to precipitate 2.60 g. of 5-(1-oxo-2-methyl-2-phenyl-6,7-dichloro-5-indanyloxymethyl)tetrazole which melts at 227°-229° C. after crystallization from etha... Reactants: C(C)OC=1C=C(C=O)C=CC1C (3-ethoxy-4-methyl-benzaldehyde), C(C)OC=1C=C(C=O)C=CC1C (3-ethoxy-4-methyl-benzaldehyde), C(=O)([O-])[O-].[K+].[K+] (K2CO3), OC=1C=C(C=O)C=CC1O (3,4-dihydroxybenzaldehyde), BrC(C)C (2-bromopropane). Run in CN(C)C=O (DMF). Product: C(C)(C)OC=1C=C(C=O)C=CC1OC(C)C (3,4-Diisopropoxy-benzaldehyde). Reaction SMILES: [OH:1][C:2]1[CH:3]=[C:4]([CH:7]=[CH:8][C:9]=1[OH:10])[CH:5]=[O:6].Br[CH:12]([CH3:14])[CH3:13].C([O-])([O-])=O.[K+].[K+].C(O[C:24]1[CH:25]=C(C=C[C:31]=1C)C=O)C>CN(C=O)C>[CH:12]([O:1][C:2]1[CH:3]=[C:4]([CH:7]=[CH:8][C:9]=1[O:10][CH:24]([CH3:25])[CH3:31])[CH:5]=[O:6])([CH3:14])[CH3:13] |f:2.3.4|. Procedure: The title compound was prepared by reaction of 3,4-dihydroxybenzaldehyde with 2-bromopropane in DMF using K2CO3 as base in analogy to the preparation of 3-ethoxy-4-methyl-benzaldehyde (intermediate D2). The reactants are CC(C)(F)CCC1CC(C(Cc2ccccc2)NC(=O)c2cnc3ccccc3n2)OC1=O, [Li+], C1CCOC1, [OH-]. Yields the product CC(C)(F)CCC(CC(O)C(Cc1ccccc1)NC(=O)c1cnc2ccccc2n1)C(=O)O. Reaction SMILES: [F:1][C:2]([CH2:3][CH2:4][CH:5]1[CH2:6][CH:7]([CH:11]([CH2:12][c:13]2[cH:14][cH:15][cH:16][cH:17][cH:18]2)[NH:19][C:20](=[O:21])[c:22]2[n:23][c:24]3[cH:25][cH:26][cH:27][cH:28][c:29]3[n:30][cH:31]2)[O:8][C:9]1=[O:10])([CH3:32])[CH3:33].[Li+:34].[O:36]1[CH2:37][CH2:38][CH2:39][CH2:40]1.[OH-:35]>>[F:1][C:2]([CH2:3][CH2:4][CH:5]([CH2:6][CH:7]([CH:11]([CH2:12][c:13]1[cH:14][cH:15][cH:16][cH:17][cH:18]1)[NH:19][C:20](=[O:21])[c:22]1[n:23][c:24]2[cH:25][cH:26][cH:27][cH:28][c:29]2[n:30][cH:31]1)[OH:35])[C:9]([OH:8])=[O:10])([CH3:32])[CH3:33]. Starting materials: Cl (hydrochloric acid), COC=1C=C2C=CC(=CC2=CC1)C(=O)C=1N=CN(C1)C(C1=CC=CC=C1)(C1=CC=CC=C1)C1=CC=CC=C1 ((6-Methoxynaphthalen-2-yl)-(1-trityl-1H-imidazol-4-yl)ketone), [F-].C(CCC)[N+](CCCC)(CCCC)CCCC (tetrabutylammonium fluoride), FC(F)(F)[Si](C)(C)C (trifluoromethyltrimethylsilane). Run in C(C)(C)O (isopropanol), C1CCOC1 (THF). Run at temperature 0 celsius, time 2 hour. The product is N1C=NC(=C1)C(C(F)(F)F)(O)C1=CC2=CC=C(C=C2C=C1)OC (1-(1H-Imidazol-4-yl)-1-(6-methoxynaphthalen-2-yl)-2,2,2-trifluoroethanol). The yield is 61.4%. Reaction SMILES: [CH3:1][O:2][C:3]1[CH:4]=[C:5]2[C:10](=[CH:11][CH:12]=1)[CH:9]=[C:8]([C:13]([C:15]1[N:16]=[CH:17][N:18](C(C3C=CC=CC=3)(C3C=CC=CC=3)C3C=CC=CC=3)[CH:19]=1)=[O:14])[CH:7]=[CH:6]2.[F:39][C:40]([Si](C)(C)C)([F:42])[F:41].[F-].C([N+](CCCC)(CCCC)CCCC)CCC.Cl>C1COCC1.C(O)(C)C>[NH:18]1[CH:19]=[C:15]([C:13]([C:8]2[CH:7]=[CH:6][C:5]3[C:10](=[CH:11][CH:12]=[C:3]([O:2][CH3:1])[CH:4]=3)[CH:9]=2)([OH:14])[C:40]([F:42])([F:41])[F:39])[N:16]=[CH:17]1 |f:2.3|. Procedure details: (6-Methoxynaphthalen-2-yl)-(1-trityl-1H-imidazol-4-yl)ketone (1.0 g) was dissolved in THF (10 ml) and to the solution was added trifluoromethyltrimethylsilane (1.40 g). The reaction mixture was cooled to 0° C., and tetrabutylammonium fluoride (0.4 ml) was added. The mixture was stirred at room temperature for 2 h. To the mixture were added 1 N-hydrochloric acid (10 ml) and isopropanol (5 ml), and the mixture was stirred at room temperature for 24 h. The reaction mixture was neutralized, and extr...